This data is from the Open Reaction Database (ORD), a public repository of structured organic reaction records. The task is: describe an organic reaction: reactants, conditions, products, and yield Starting materials: C(C)OC(=O)N=C=O (ethoxycarbonyl isocyanate), C(C)OC(=O)N=C=O (ethoxycarbonyl isocyanate), CO (methanol), COC=1C=C(C=C(C1O)OC)C=1NC(=C(N1)C1=CC=C(C=C1)N(CC)CC)C1=CC=C(C=C1)N(CC)CC (2-(3,5-dimethoxy-4-hydroxyphenyl)-4,5-bis(4-diethylaminophenyl)imidazole). The solvent is C(Cl)(Cl)Cl (chloroform). Conditions: time 5 hour. The product is C(C)OC(=O)NC(=O)N1C(=NC(=C1C1=CC=C(C=C1)N(CC)CC)C1=CC=C(C=C1)N(CC)CC)C1=CC(=C(C(=C1)OC)O)OC (1-(ethoxycarbonylaminocarbonyl)-2-(3,5-dimethoxy-4-hydroxyphenyl)-4,5-bis(4-diethylaminophenyl)imidazole). Isolated yield 61.3%. RXN SMILES: [CH3:1][O:2][C:3]1[CH:4]=[C:5]([C:12]2[NH:13][C:14]([C:28]3[CH:33]=[CH:32][C:31]([N:34]([CH2:37][CH3:38])[CH2:35][CH3:36])=[CH:30][CH:29]=3)=[C:15]([C:17]3[CH:22]=[CH:21][C:20]([N:23]([CH2:26][CH3:27])[CH2:24][CH3:25])=[CH:19][CH:18]=3)[N:16]=2)[CH:6]=[C:7]([O:10][CH3:11])[C:8]=1[OH:9].[CH2:39]([O:41][C:42]([N:44]=[C:45]=[O:46])=[O:43])[CH3:40].CO>C(Cl)(Cl)Cl>[CH2:39]([O:41][C:42]([NH:44][C:45]([N:13]1[C:14]([C:28]2[CH:33]=[CH:32][C:31]([N:34]([CH2:37][CH3:38])[CH2:35][CH3:36])=[CH:30][CH:29]=2)=[C:15]([C:17]2[CH:18]=[CH:19][C:20]([N:23]([CH2:24][CH3:25])[CH2:26][CH3:27])=[CH:21][CH:22]=2)[N:16]=[C:12]1[C:5]1[CH:6]=[C:7]([O:10][CH3:11])[C:8]([OH:9])=[C:3]([O:2][CH3:1])[CH:4]=1)=[O:46])=[O:43])[CH3:40]. Reported procedure: In 20 ml of chloroform, 0.8 g of 2-(3,5-dimethoxy-4-hydroxyphenyl)-4,5-bis(4-diethylaminophenyl)imidazole obtained in Example 1 (2) was dissolved. Then, 0.7 g of ethoxycarbonyl isocyanate (mfd. by Aldrich Chemical Co. Inc.) was added to the resulting solution and the reaction was carried out at room temperature for 5 hours with stirring. After the reaction, 5 ml of methanol was added to the reaction solution to decompose excess ethoxycarbonyl isocyanate, followed by removal of the solvent by dis... Starting materials: C1(=CC=CC=C1)[O-].[Na+] (sodium phenolate), ClCCCNCC=1C=NC=C(C1)C1=CC=C(C=C1)F (N-3-chloropropyl-N-[5-(4-fluorophenyl)-3-pyridylmethyl]-amine), OCCCN (3-hydroxypropylamine), ClCC=1C=NC=C(C1)C1=CC=C(C=C1)F (3-chloromethyl-5-(4-fluorophenyl)-pyridine), 3-chloropropyl, P(Cl)(Cl)Cl (PCl3). The solvent is C(C)#N (acetonitrile). Run at time 5 hour. Yields the product O(C1=CC=CC=C1)CCCNCC=1C=NC=C(C1)C1=CC=C(C=C1)F (N-(3-phenoxy-propyl)-N-[5-(4-fluorophenyl)-3-pyridyl-methyl]-amine). As a reaction SMILES: [C:1]1([O-:7])[CH:6]=[CH:5][CH:4]=[CH:3][CH:2]=1.[Na+].Cl[CH2:10][CH2:11][CH2:12][NH:13][CH2:14][C:15]1[CH:16]=[N:17][CH:18]=[C:19]([C:21]2[CH:26]=[CH:25][C:24]([F:27])=[CH:23][CH:22]=2)[CH:20]=1.OCCCN.ClCC1C=NC=C(C2C=CC(F)=CC=2)C=1.P(Cl)(Cl)Cl>C(#N)C>[O:7]([CH2:10][CH2:11][CH2:12][NH:13][CH2:14][C:15]1[CH:16]=[N:17][CH:18]=[C:19]([C:21]2[CH:22]=[CH:23][C:24]([F:27])=[CH:25][CH:26]=2)[CH:20]=1)[C:1]1[CH:6]=[CH:5][CH:4]=[CH:3][CH:2]=1 |f:0.1|. Procedure: Analogously to Example 7 a solution of 2.3 g sodium phenolate and 2.5 g N-3-chloropropyl-N-[5-(4-fluorophenyl)-3-pyridylmethyl]-amine [obtainable by reaction of 3-hydroxypropylamine with 3-chloromethyl-5-(4-fluorophenyl)-pyridine and subsequent transformation of the product to the 3-chloropropyl-compound by reaction with PCl3 ] in 200 ml of acetonitrile is stirred for 5 hours at room temperature and worked up in a conventional manner to give N-(3-phenoxy-propyl)-N-[5-(4-fluorophenyl)-3-pyridyl-m... Reported procedure: The title compound was prepared starting from (morpholine-4-carbothioyl)-carbamic acid ethyl ester and 2-amino-N-(-4-cyano-1-propyl-piperidin-4-yl)-3-cyclohexylpropionamide bis hydrochloride salt according to the procedure from Example 5, step b, except that the compound was first purified by chromatography over silica gel using 9:1 methylene chloride:methanol as the eluant prior to reverse phase HPLC purification. MS, m/z 505=M+1. As a reaction SMILES: [CH2:1]([O:3][C:4](=[O:14])[NH:5][C:6]([N:8]1[CH2:13][CH2:12][O:11][CH2:10][CH2:9]1)=S)[CH3:2].Cl.Cl.[NH2:17][CH:18]([CH2:33][CH:34]1[CH2:39][CH2:38][CH2:37][CH2:36][CH2:35]1)[C:19]([NH:21][C:22]1([C:31]#[N:32])[CH2:27][CH2:26][N:25]([CH2:28][CH2:29][CH3:30])[CH2:24][CH2:23]1)=[O:20]>>[CH2:1]([O:3][C:4](=[O:14])[NH:5][C:6](=[N:17][CH:18]([C:19](=[O:20])[NH:21][C:22]1([C:31]#[N:32])[CH2:23][CH2:24][N:25]([CH2:28][CH2:29][CH3:30])[CH2:26][CH2:27]1)[CH2:33][CH:34]1[CH2:39][CH2:38][CH2:37][CH2:36][CH2:35]1)[N:8]1[CH2:13][CH2:12][O:11][CH2:10][CH2:9]1)[CH3:2] |f:1.2.3|. The product is C(C)OC(NC(N1CCOCC1)=NC(CC1CCCCC1)C(NC1(CCN(CC1)CCC)C#N)=O)=O ({[1-(4-Cyano-1-propyl-piperidin-4-ylcarbamoyl)-2-cyclohexyl-ethylimino]-morpholin-4-yl-methyl}-carbamic acid ethyl ester). Starting materials: C(C)OC(NC(=S)N1CCOCC1)=O ((morpholine-4-carbothioyl)-carbamic acid ethyl ester), Cl.Cl.NC(C(=O)NC1(CCN(CC1)CCC)C#N)CC1CCCCC1 (2-amino-N-(-4-cyano-1-propyl-piperidin-4-yl)-3-cyclohexylpropionamide bis hydrochloride salt). Starting materials: C1CCNCC1, COc1cccc(-c2cccc3c2CC(=O)N3)c1, CCO, Cc1[nH]c(C=O)c(C)c1C(=O)NCCN(C(C)C)C(C)C. Product: COc1cccc(-c2cccc3c2C(=Cc2[nH]c(C)c(C(=O)NCCN(C(C)C)C(C)C)c2C)C(=O)N3)c1. As a reaction SMILES: [CH2:40]1[CH2:41][CH2:42][NH:43][CH2:44][CH2:45]1.[CH3:1][O:2][c:3]1[cH:4][c:5](-[c:9]2[c:10]3[c:14]([cH:15][cH:16][cH:17]2)[NH:13][C:12](=[O:18])[CH2:11]3)[cH:6][cH:7][cH:8]1.[CH3:46][CH2:47][OH:48].[CH:19]([CH3:20])([CH3:21])[N:22]([CH2:23][CH2:24][NH:25][C:26](=[O:27])[c:28]1[c:29]([CH3:36])[nH:30][c:31]([CH:34]=[O:35])[c:32]1[CH3:33])[CH:37]([CH3:38])[CH3:39]>>[CH3:1][O:2][c:3]1[cH:4][c:5](-[c:9]2[c:10]3[c:14]([cH:15][cH:16][cH:17]2)[NH:13][C:12](=[O:18])[C:11]3=[CH:34][c:31]2[nH:30][c:29]([CH3:36])[c:28]([C:26]([NH:25][CH2:24][CH2:23][N:22]([CH:19]([CH3:20])[CH3:21])[CH:37]([CH3:38])[CH3:39])=[O:27])[c:32]2[CH3:33])[cH:6][cH:7][cH:8]1. Starting materials: C(C)(=O)NC1=NC2=CC=C(C=C2C=C1)CBr (2-(Acetamido)-6-(bromomethyl)quinoline), [C-]#N.[Na+] (NaCN). The solvent is CN(C)C=O (DMF). Reaction conditions: time 17 hour. Product: C(C)(=O)NC1=NC2=CC=C(C=C2C=C1)CC#N (2-(Acetamido)-6-(cyanomethyl)quinoline). Yield: 82.9%. Reaction SMILES: [C:1]([NH:4][C:5]1[CH:14]=[CH:13][C:12]2[C:7](=[CH:8][CH:9]=[C:10]([CH2:15]Br)[CH:11]=2)[N:6]=1)(=[O:3])[CH3:2].[C-:17]#[N:18].[Na+]>CN(C=O)C>[C:1]([NH:4][C:5]1[CH:14]=[CH:13][C:12]2[C:7](=[CH:8][CH:9]=[C:10]([CH2:15][C:17]#[N:18])[CH:11]=2)[N:6]=1)(=[O:3])[CH3:2] |f:1.2|. Procedure details: Compound 46 (0.254 g, 0.91 mmol) was diluted with anhydrous DMF (10 mL), and NaCN (0.230 g, 4.55 mmol) was added. The orange mixture was stirred at room temperature for 17 h. The mixture was concentrated and partitioned between EtOAc and H2O (50 mL each) and the layers were separated. The aqueous phase was extracted with EtOAc (2×50 mL) and the combined organic layers were washed with H2O (2×80 mL) and sat aq. NaCl (50 mL), and dried over anhydrous sodium sulfate and concentrated. The residue wa... Reactants: OCCBr, CC(C)(C)[Si](Cl)(c1ccccc1)c1ccccc1, ClCCl, c1c[nH]cn1. The product is CC(C)(C)[Si](OCCBr)(c1ccccc1)c1ccccc1. RXN SMILES: [Br:1][CH2:2][CH2:3][OH:4].[C:10]([CH3:11])([CH3:12])([CH3:13])[Si:14]([Cl:15])([c:16]1[cH:17][cH:18][cH:19][cH:20][cH:21]1)[c:22]1[cH:23][cH:24][cH:25][cH:26][cH:27]1.[Cl:28][CH2:29][Cl:30].[nH:5]1[cH:6][cH:7][n:8][cH:9]1>>[Br:1][CH2:2][CH2:3][O:4][Si:14]([C:10]([CH3:11])([CH3:12])[CH3:13])([c:16]1[cH:17][cH:18][cH:19][cH:20][cH:21]1)[c:22]1[cH:23][cH:24][cH:25][cH:26][cH:27]1.